This data is from the Open Reaction Database (ORD), a public repository of structured organic reaction records. The task is: describe an organic reaction: reactants, conditions, products, and yield RXN SMILES: [CH3:21][OH:22].[Cl:2][c:3]1[c:4]([C:5](=[O:6])[OH:7])[cH:8][cH:9][cH:10][n:11]1.[Na:1].[OH:12][c:13]1[cH:14][cH:15][c:16]([C:19]#[N:20])[cH:17][cH:18]1>>[c:3]1([O:12][c:13]2[cH:14][cH:15][c:16]([C:19]#[N:20])[cH:17][cH:18]2)[c:4]([C:5](=[O:6])[OH:7])[cH:8][cH:9][cH:10][n:11]1. The product is N#Cc1ccc(Oc2ncccc2C(=O)O)cc1. The reactants are CO, O=C(O)c1cccnc1Cl, [Na], N#Cc1ccc(O)cc1.